This data is from the Open Reaction Database (ORD), a public repository of structured organic reaction records. The task is: describe an organic reaction: reactants, conditions, products, and yield The reactants are N(CC(=O)N[C@@H](COCC1=CC=CC=C1)C(=O)N[C@@H](CC(N)=O)C(=O)N[C@@H](CC(C)C)C(=O)OCC)C(=O)OC(C)(C)C (Boc-Gly-Ser(Bzl)-Asn-Leu-OEt), NN.O (NH2NH2.H2O). Solvent: CO (methanol). Conditions: time 2 day. Product: N(CC(=O)N[C@@H](COCC1=CC=CC=C1)C(=O)N[C@@H](CC(N)=O)C(=O)N[C@@H](CC(C)C)C(=O)NN)C(=O)OC(C)(C)C (Boc-Gly-Ser(Bzl)-Asn-Leu-NHNH2). Yield: 79.0%. RXN SMILES: [NH:1]([C:37]([O:39][C:40]([CH3:43])([CH3:42])[CH3:41])=[O:38])[CH2:2][C:3]([NH:5][C@H:6]([C:16]([NH:18][C@H:19]([C:24]([NH:26][C@H:27]([C:32]([O:34]CC)=O)[CH2:28][CH:29]([CH3:31])[CH3:30])=[O:25])[CH2:20][C:21](=[O:23])[NH2:22])=[O:17])[CH2:7][O:8][CH2:9][C:10]1[CH:15]=[CH:14][CH:13]=[CH:12][CH:11]=1)=[O:4].[NH2:44][NH2:45].O>CO>[NH:1]([C:37]([O:39][C:40]([CH3:42])([CH3:41])[CH3:43])=[O:38])[CH2:2][C:3]([NH:5][C@H:6]([C:16]([NH:18][C@H:19]([C:24]([NH:26][C@H:27]([C:32]([NH:44][NH2:45])=[O:34])[CH2:28][CH:29]([CH3:30])[CH3:31])=[O:25])[CH2:20][C:21](=[O:23])[NH2:22])=[O:17])[CH2:7][O:8][CH2:9][C:10]1[CH:11]=[CH:12][CH:13]=[CH:14][CH:15]=1)=[O:4] |f:1.2|. Procedure details: 2.80 Grams of Boc-Gly-Ser(Bzl)-Asn-Leu-OEt was dissolved in 30 ml of methanol. Thereto was added 2.25 ml of NH2NH2.H2O. The mixture was allowed to stand for 2 days at room temperature. The resulting precipitate was collected by filtration and washed with methanol to obtain 2.16 g (yield: 79.0%) of the above objective compound. Melting point: 221°-224° C. The reactants are CC(=O)O, CC1CN(C(=O)C(F)(F)F)CCc2nc(O)ccc21, O=C(O)C(F)(F)F, O=C1CCC(=O)N1I. The product is CC1CN(C(=O)C(F)(F)F)CCc2nc(O)c(I)cc21. RXN SMILES: [C:35]([OH:36])(=[O:37])[CH3:38].[CH3:1][CH:2]1[c:3]2[c:4]([n:15][c:16]([OH:19])[cH:17][cH:18]2)[CH2:5][CH2:6][N:7]([C:9]([C:10]([F:11])([F:12])[F:13])=[O:14])[CH2:8]1.[F:28][C:29]([F:30])([F:31])[C:32]([OH:33])=[O:34].[O:20]=[C:21]1[N:22]([I:27])[C:23](=[O:24])[CH2:25][CH2:26]1>>[CH3:1][CH:2]1[c:3]2[c:4]([n:15][c:16]([OH:19])[c:17]([I:27])[cH:18]2)[CH2:5][CH2:6][N:7]([C:9]([C:10]([F:11])([F:12])[F:13])=[O:14])[CH2:8]1. Reactants: S=C1SC=2C=CC=CC2N1, [Zn].O=S(O)C(F)F. The reagents and catalysts are O=C(O)C(F)(F)F, OOC(C)(C)C. The solvent is O, ClCCl. Reaction conditions: temperature 25 celsius, time 18 hour. The product is FC(F)SC1=NC=2C=CC=CC2S1. Yield: 61.0%. The reactants are C/C(/C(=O)O)=C\C1=CC=C(C=C1)CC=1C=NC=CC1 ((E)-2-Methyl-3-[4-(3-pyridylmethyl)phenyl]acrylic acid), [OH-].C[N+](C)(C)C (tetramethylammonium hydroxide). Solvent: CO (methanol), CO (methanol). Reaction conditions: time 8 hour. Product: C(CCCCCCCCC)OC(\C(=C\C1=CC=C(C=C1)CC=1C=NC=CC1)\C)=O ((E)-2-Methyl-3-[4-(3-pyridylmethyl)phenyl]acrylic acid decyl ester). Yield: 53.9%. RXN SMILES: [CH3:1]/[C:2](=[CH:6]\[C:7]1[CH:12]=[CH:11][C:10]([CH2:13][C:14]2[CH:15]=[N:16][CH:17]=[CH:18][CH:19]=2)=[CH:9][CH:8]=1)/[C:3]([OH:5])=[O:4].[OH-].C[N+](C)(C)C>CO>[CH2:1]([O:4][C:3](=[O:5])/[C:2](/[CH3:1])=[CH:6]/[C:7]1[CH:12]=[CH:11][C:10]([CH2:13][C:14]2[CH:15]=[N:16][CH:17]=[CH:18][CH:19]=2)=[CH:9][CH:8]=1)[CH2:2][CH2:6][CH2:7][CH2:8][CH2:9][CH2:10][CH2:13][CH2:14][CH3:19] |f:1.2|. Procedure: A solution of 126.5 mg of the acrylic acid(prepared as described in Example 15) in 3 ml of methanol was stirred with 0.1 ml of a 10% W/W solution of tetramethylammonium hydroxide in methanol at room temperature for 20 minutes, and the mixture was concentrated under reduced pressure. The residue was dissolved in 3 ml of N,N-dimethylformamide, the solution was stirred overnight with 0.1033 ml of decyl bromide at room temperature, and concentrated under reduced pressure. The residue was purified by...